From a dataset of the Open Reaction Database (ORD), a public repository of structured organic reaction records. describe an organic reaction: reactants, conditions, products, and yield Starting materials: C1(=CC=CC=C1)S(=O)(=O)Cl (phenylsulfonyl chloride), [H-].[Na+] (NaH), N1C=C2C=3C(=CC=CC13)CN(CC2)C(=O)OC(C)(C)C (tert-butyl 1,3,4,6-tetrahydro-5H-azepino[5,4,3-cd]indole-5-carboxylate), Intermediate 12. The solvent is CN(C)C=O (DMF). Reaction conditions: time 10 minute. Yields the product C1(=CC=CC=C1)S(=O)(=O)N1C=C2C=3C(=CC=CC13)CNCC2 (1-(Phenylsulfonyl)-3,4,5,6-tetrahydro-1H-azepino[5,4,3-cd]indole). Reaction SMILES: [H-].[Na+].[NH:3]1[C:11]2[CH:10]=[CH:9][CH:8]=[C:7]3[CH2:12][N:13](C(OC(C)(C)C)=O)[CH2:14][CH2:15][C:5]([C:6]=23)=[CH:4]1.[C:23]1([S:29](Cl)(=[O:31])=[O:30])[CH:28]=[CH:27][CH:26]=[CH:25][CH:24]=1>CN(C=O)C>[C:23]1([S:29]([N:3]2[C:11]3[CH:10]=[CH:9][CH:8]=[C:7]4[CH2:12][NH:13][CH2:14][CH2:15][C:5]([C:6]=34)=[CH:4]2)(=[O:31])=[O:30])[CH:28]=[CH:27][CH:26]=[CH:25][CH:24]=1 |f:0.1|. Procedure details: NaH (60% in mineral oil, 66 mg, 0.4 mmol) was added to a solution of tert-butyl 1,3,4,6-tetrahydro-5H-azepino[5,4,3-cd]indole-5-carboxylate, Intermediate 12 (51 mg, 0.2 mmol) in 800 of dry DMF). The reaction mixture was shaken at room temperature for 10 minutes and phenylsulfonyl chloride (66.2 mg, 0.4 mmol, in 600 uL of dry DMF) was added. The reaction mixture was shaken at room temperature for 10-20 minutes. The reaction was quenched by adding 4 mL of mixture a mixture of methanol and acetic a... The reactants are resultant mixture, O (water), C(CCC)C=1NC2=C(N1)C(=CC=C2)C(=O)OC (methyl 2-butylbenzimidazole-7-carboxylate), [H-].[Na+] (sodium hydride), C(#N)C1=C(C=CC=C1)C1=CC=C(CCl)C=C1 (4-(2-cyanophenyl)benzyl chloride). Solvent: CN(C)C=O (DMF). Reaction conditions: time 20 minute. Product: C(CCC)C1=NC2=C(N1CC1=CC=C(C=C1)C1=C(C=CC=C1)C#N)C=CC=C2C(=O)OC (Methyl 2-butyl-1-[(2'-cyanobiphenyl-4-yl)methyl]benzimidazole-4-carboxylate). Yield: 84.1%. RXN SMILES: [CH2:1]([C:5]1[NH:6][C:7]2[CH:13]=[CH:12][CH:11]=[C:10]([C:14]([O:16][CH3:17])=[O:15])[C:8]=2[N:9]=1)[CH2:2][CH2:3][CH3:4].[H-].[Na+].[C:20]([C:22]1[CH:27]=[CH:26][CH:25]=[CH:24][C:23]=1[C:28]1[CH:35]=[CH:34][C:31]([CH2:32]Cl)=[CH:30][CH:29]=1)#[N:21].O>CN(C=O)C>[CH2:1]([C:5]1[N:6]([CH2:32][C:31]2[CH:30]=[CH:29][C:28]([C:23]3[CH:24]=[CH:25][CH:26]=[CH:27][C:22]=3[C:20]#[N:21])=[CH:35][CH:34]=2)[C:7]2[CH:13]=[CH:12][CH:11]=[C:10]([C:14]([O:16][CH3:17])=[O:15])[C:8]=2[N:9]=1)[CH2:2][CH2:3][CH3:4] |f:1.2|. Procedure: To a solution of methyl 2-butylbenzimidazole-7-carboxylate (1.5 g) in DMF (15 ml) was added sodium hydride (60% oil, 0.13 g) under ice-cooling. The mixture was stirred for 20 minutes and there was added 4-(2-cyanophenyl)benzyl chloride (1.5 g). The resultant mixture was stirred for further 5 hours at room temperature and there was added water, followed by extraction with ethyl acetate. The organic layer was washed with water and dried. The solvent was evaporated to dryness, and the residue was p...